This data is from the Open Reaction Database (ORD), a public repository of structured organic reaction records. The task is: describe an organic reaction: reactants, conditions, products, and yield The solvent is CN(C)C=O (DMF). Reaction conditions: time 4.5 hour. The product is C(C1=CC=CC=C1)OC1=C(C=C(C=C1)CCC(=O)OCC)C1=C(C=CC(=C1)CCC(=O)OCC)O (2-benzyloxy-2'-hydroxy-5,5'-bis (2-ethyoxycarbonylethyl) biphenyl). As a reaction SMILES: [OH:1][C:2]1[CH:7]=[CH:6][C:5]([CH2:8][CH2:9][C:10]([O:12][CH2:13][CH3:14])=[O:11])=[CH:4][C:3]=1[C:15]1[CH:20]=[C:19]([CH2:21][CH2:22][C:23]([O:25][CH2:26][CH3:27])=[O:24])[CH:18]=[CH:17][C:16]=1[OH:28].[CH2:29](I)[C:30]1[CH:35]=[CH:34][CH:33]=[CH:32][CH:31]=1.C1CCN2C(=NCCC2)CC1>CN(C=O)C>[CH2:29]([O:1][C:2]1[CH:7]=[CH:6][C:5]([CH2:8][CH2:9][C:10]([O:12][CH2:13][CH3:14])=[O:11])=[CH:4][C:3]=1[C:15]1[CH:20]=[C:19]([CH2:21][CH2:22][C:23]([O:25][CH2:26][CH3:27])=[O:24])[CH:18]=[CH:17][C:16]=1[OH:28])[C:30]1[CH:35]=[CH:34][CH:33]=[CH:32][CH:31]=1. Procedure details: To 1 ml of a DMF solution containing 55.5 mg (0.1438 mmol) of 2,2'-dihydroxy-5,5'-bis (2-ethoxycarbonylethyl) biphenyl and 21.82 μl (0.1798 mmol) of benzyl iodide, there was added 27.43 μl (0.1798 mmol) of DBU and the resulting mixture was agitated for 4.5 hours at room temperature. After the solvent in the reaction mixture was evaporated off under reduced pressure, the evaporated residue was dissolved in chloroform. This solution was washed with dilute hydrochloric acid, water and aqueous sodiu... Isolated yield 77.2%. Reactants: OC1=C(C=C(C=C1)CCC(=O)OCC)C1=C(C=CC(=C1)CCC(=O)OCC)O (2,2'-dihydroxy-5,5'-bis (2-ethoxycarbonylethyl) biphenyl), C(C1=CC=CC=C1)I (benzyl iodide), C1CCC2=NCCCN2CC1 (DBU). Reactants: C1(=CC=CC=C1)C1=NSC(=N1)S(=O)(=O)C (3-phenyl-5-methanesulphonyl-1,2,4-thiadiazole), OC1=C(C=CC=C1)C(C(=O)OC)=COCF (methyl 2-(2-hydroxyphenyl)-3-fluoromethoxy-acrylate), [H-].[Na+] (sodium hydride). The solvent is CN(C=O)C (dimethylformamide). Conditions: time 4 hour. The product is C1(=CC=CC=C1)C1=NSC(=N1)OC1=C(C=CC=C1)C(C(=O)OC)=COCF (methyl 2-[2-(3-phenyl-1,2,4-thiadiazol-5-yloxy)-phenyl]-3-fluoromethoxy-acrylate). Isolated yield 67.3%. Reaction SMILES: [C:1]1([C:7]2[N:11]=[C:10](S(C)(=O)=O)[S:9][N:8]=2)[CH:6]=[CH:5][CH:4]=[CH:3][CH:2]=1.[OH:16][C:17]1[CH:22]=[CH:21][CH:20]=[CH:19][C:18]=1[C:23](=[CH:28][O:29][CH2:30][F:31])[C:24]([O:26][CH3:27])=[O:25].[H-].[Na+]>CN(C)C=O>[C:1]1([C:7]2[N:11]=[C:10]([O:16][C:17]3[CH:22]=[CH:21][CH:20]=[CH:19][C:18]=3[C:23](=[CH:28][O:29][CH2:30][F:31])[C:24]([O:26][CH3:27])=[O:25])[S:9][N:8]=2)[CH:6]=[CH:5][CH:4]=[CH:3][CH:2]=1 |f:2.3|. Procedure: A solution of 3.2 g (0.005 mol) of 3-phenyl-5-methanesulphonyl-1,2,4-thiadiazole and 2.3 g of methyl 2-(2-hydroxyphenyl)-3-fluoromethoxy-acrylate in 10 ml of dry dimethylformamide is treated at 0° C. with 0.2 g (0.005 mol) of 80% strength sodium hydride in mineral oil. The mixture is stirred for 4 hours at this temperature, and for a further 18 hours without cooling, and then concentrated. The residue is taken up using ethyl acetate, the solution is washed with water, and the organic phase is dr... Reactants: O=C([O-])O, O=C(Cl)c1ccccc1, C1CCOC1, NC1CC=CCC2CCC(C(=O)O)N2C1=O, [Na+], O. Yields the product O=C(NC1CC=CCC2CCC(C(=O)O)N2C1=O)c1ccccc1. Reaction SMILES: [C:17](=[O:18])([OH:19])[O-:20].[C:22]([c:23]1[cH:24][cH:25][cH:26][cH:27][cH:28]1)(=[O:29])[Cl:30].[CH2:32]1[O:33][CH2:34][CH2:35][CH2:36]1.[NH2:1][CH:2]1[CH2:3][CH:4]=[CH:5][CH2:6][CH:7]2[N:8]([C:9]1=[O:10])[CH:11]([C:14](=[O:15])[OH:16])[CH2:12][CH2:13]2.[Na+:21].[OH2:31]>>[NH:1]([CH:2]1[CH2:3][CH:4]=[CH:5][CH2:6][CH:7]2[N:8]([C:9]1=[O:10])[CH:11]([C:14](=[O:15])[OH:16])[CH2:12][CH2:13]2)[C:22]([c:23]1[cH:24][cH:25][cH:26][cH:27][cH:28]1)=[O:29]. The reactants are O=C(n1ccnc1)n1ccnc1, CCOC(=O)CN, O=C(O)Cn1c(-c2cccc(Cl)c2)nc2cccnc21, C1CCOC1. Product: CCOC(=O)CNC(=O)Cn1c(-c2cccc(Cl)c2)nc2cccnc21. Reaction SMILES: [C:21]([n:22]1[cH:23][cH:24][n:25][cH:26]1)([n:27]1[cH:28][cH:29][n:30][cH:31]1)=[O:32].[CH2:33]([CH3:34])[O:35][C:36]([CH2:37][NH2:38])=[O:39].[Cl:1][c:2]1[cH:3][c:4](-[c:8]2[n:9][c:10]3[c:11]([n:12][cH:13][cH:14][cH:15]3)[n:16]2[CH2:17][C:18](=[O:19])[OH:20])[cH:5][cH:6][cH:7]1.[O:40]1[CH2:41][CH2:42][CH2:43][CH2:44]1>>[Cl:1][c:2]1[cH:3][c:4](-[c:8]2[n:9][c:10]3[c:11]([n:12][cH:13][cH:14][cH:15]3)[n:16]2[CH2:17][C:18](=[O:20])[NH:38][CH2:37][C:36]([O:35][CH2:33][CH3:34])=[O:39])[cH:5][cH:6][cH:7]1.